From a dataset of the Open Reaction Database (ORD), a public repository of structured organic reaction records. describe an organic reaction: reactants, conditions, products, and yield Reactants: C[Al](C)C, COc1cc(CCc2cc(N)[nH]n2)cc(OC)c1, Cc1ccccc1, COC(=O)c1cnc(N2CCNC(C(C)C)C2)nc1. Yields the product COc1cc(CCc2cc(NC(=O)c3cnc(N4CCNC(C(C)C)C4)nc3)[nH]n2)cc(OC)c1. Reaction SMILES: [CH3:1][Al:2]([CH3:3])[CH3:4].[CH3:24][O:25][c:26]1[cH:27][c:28]([CH2:34][CH2:35][c:36]2[cH:37][c:38]([NH2:41])[nH:39][n:40]2)[cH:29][c:30]([O:32][CH3:33])[cH:31]1.[CH3:42][c:43]1[cH:44][cH:45][cH:46][cH:47][cH:48]1.[CH3:5][CH:6]([CH3:7])[CH:8]1[CH2:9][N:10]([c:14]2[n:15][cH:16][c:17]([C:20]([O:22][CH3:21])=[O:23])[cH:18][n:19]2)[CH2:11][CH2:12][NH:13]1>>[CH3:5][CH:6]([CH3:7])[CH:8]1[CH2:9][N:10]([c:14]2[n:15][cH:16][c:17]([C:20](=[O:22])[NH:41][c:38]3[cH:37][c:36]([CH2:35][CH2:34][c:28]4[cH:27][c:26]([O:25][CH3:24])[cH:31][c:30]([O:32][CH3:33])[cH:29]4)[n:40][nH:39]3)[cH:18][n:19]2)[CH2:11][CH2:12][NH:13]1. Reactants: NC1=C(SC=2C1=NC(=CC2)Cl)C(=O)OC (3-amino-2-carbomethoxy-5-chlorothieno[3,2-b]pyridine), 5g, C[O-].[Na+] (sodium methoxide). The solvent is CO (MeOH). Yields the product NC1=C(SC=2C1=NC(=CC2)OC)C(=O)OC (3-Amino-2-carbomethoxy-5-methoxythieno[3,2-b]pyridine). RXN SMILES: [NH2:1][C:2]1[C:6]2=[N:7][C:8](Cl)=[CH:9][CH:10]=[C:5]2[S:4][C:3]=1[C:12]([O:14][CH3:15])=[O:13].[CH3:16][O-:17].[Na+]>CO>[NH2:1][C:2]1[C:6]2=[N:7][C:8]([O:17][CH3:16])=[CH:9][CH:10]=[C:5]2[S:4][C:3]=1[C:12]([O:14][CH3:15])=[O:13] |f:1.2|. Procedure details: A solution of 3-amino-2-carbomethoxy-5-chlorothieno[3,2-b]pyridine, prepared as described in Example 62A (5g, 21 mmol) and sodium methoxide (4.5 g, 82 mmol) in MeOH (150 mL) were refluxed for 18 h. The reaction was concentrated and partitioned between EtOAc and NaHCO3 solution. The EtOAc layer was dried (MgSO4), filtered, concentrated, and chromatographed (5:1 hex: EtOAc) to yield 2.5 g of the title compound: 1H NMR (300 MHz, CDCl3) δ3.80 (s, 3H), 4.02 (s, 3H), 6.05 (bs, 2H), 6.89 (d, 1H), 7.88 ... Starting materials: S(=O)(Cl)Cl (thionyl chloride), S(=O)(Cl)Cl (thionyl chloride), solution n, N[C@H](CC(=O)O)C(=O)O (D-aspartic acid), C(C)OCC (diethyl ether). Solvent: CO (methanol). Reaction conditions: time 30 minute. The product is N[C@@H](C(=O)O)CC(=O)OC ((2R)-2-amino-4-methoxy-4-oxobutanoic acid), Cl (HCl). As a reaction SMILES: [NH2:1][C@@H:2]([C:7]([OH:9])=[O:8])[CH2:3][C:4]([OH:6])=[O:5].S(Cl)([Cl:12])=O.[CH2:14](OCC)C>CO>[NH2:1][C@H:2]([CH2:3][C:4]([O:6][CH3:14])=[O:5])[C:7]([OH:9])=[O:8].[ClH:12]. Reported procedure: To a solution n of D-aspartic acid (25 g, 187.8 mmol) suspended in methanol (125 mL) at 0° C. was added thionyl chloride (13.7 mL, 187.8 mmol) dropwise. After addition of the thionyl chloride, the solution was allowed to warm to ambient temperature. The reaction mixture was concentrated until a precipitate began to form and then diethyl ether (700 mL) was added. The mixture was stirred for 30 minutes. The precipitate was collected by filtration to afforded the title compound as an HCl salt. Reactants: COC=1C=C(C=CC1OC)CCN (3,4-dimethoxyphenylethylamine), C1C(C2=CC=CC=C2)O1 (styrene oxide). Solvent: O1CCCC1 (tetrahydrofuran). Product: COC=1C=C(C=CC1OC)CCNCC(O)C1=CC=CC=C1 (N-[2-(3,4-dimethoxyphenyl)ethyl]-2-phenyl-2-hydroxyethylamine). As a reaction SMILES: [CH3:1][O:2][C:3]1[CH:4]=[C:5]([CH2:11][CH2:12][NH2:13])[CH:6]=[CH:7][C:8]=1[O:9][CH3:10].[CH2:14]1[O:22][CH:15]1[C:16]1[CH:21]=[CH:20][CH:19]=[CH:18][CH:17]=1>O1CCCC1>[CH3:1][O:2][C:3]1[CH:4]=[C:5]([CH2:11][CH2:12][NH:13][CH2:14][CH:15]([C:16]2[CH:21]=[CH:20][CH:19]=[CH:18][CH:17]=2)[OH:22])[CH:6]=[CH:7][C:8]=1[O:9][CH3:10]. Procedure details: A mixture of 100 g (0.55 mol) of 3,4-dimethoxyphenylethylamine and 66.2 g (0.55 mol) of styrene oxide in 200 ml of tetrahydrofuran was refluxed overnight. The solvent was removed in vacuo. About 500 ml of n-butyl chloride was added to the residue and the mixture cooled slightly. Filtration furnished N-[2-(3,4-dimethoxyphenyl)ethyl]-2-phenyl-2-hydroxyethylamine, m.p. 92°-93°. The reactants are CCC(N)(CC)C(=O)OC, O=C(O)c1cnc(NC2CCCCC2)c(OCC(F)(F)F)n1, CCCOc1nc(C(=O)NC(CO)CC(C)C)cnc1N1CCCC1. Product: CCC(CC)(NC(=O)c1cnc(NC2CCCCC2)c(OCC(F)(F)F)n1)C(=O)OC. Reaction SMILES: [CH3:48][O:49][C:50]([C:51]([CH2:52][CH3:53])([CH2:54][CH3:55])[NH2:56])=[O:57].[CH:26]1([NH:32][c:33]2[n:34][cH:35][c:36]([C:45](=[O:46])[OH:47])[n:37][c:38]2[O:39][CH2:40][C:41]([F:42])([F:43])[F:44])[CH2:27][CH2:28][CH2:29][CH2:30][CH2:31]1.[OH:1][CH2:2][CH:3]([NH:4][C:5]([c:6]1[cH:7][n:8][c:9]([N:10]2[CH2:11][CH2:12][CH2:13][CH2:14]2)[c:15]([O:16][CH2:17][CH2:18][CH3:19])[n:20]1)=[O:21])[CH2:22][CH:23]([CH3:24])[CH3:25]>>[CH:26]1([NH:32][c:33]2[n:34][cH:35][c:36]([C:45](=[O:46])[NH:56][C:51]([C:50]([O:49][CH3:48])=[O:57])([CH2:52][CH3:53])[CH2:54][CH3:55])[n:37][c:38]2[O:39][CH2:40][C:41]([F:42])([F:43])[F:44])[CH2:27][CH2:28][CH2:29][CH2:30][CH2:31]1. Starting materials: BrC=1C=CN=C2C=CC(=NC12)OC (8-bromo-2-methoxy-[1,5]naphthyridine), [Li]CCCC (n-BuLi), C(C)(C)(C)OC(=O)N1CCC(CC1)=O (4-oxo-piperidine-1-carboxylic acid tert-butyl ester). The solvent is C1CCOC1 (THF), C1CCOC1 (THF). Run at temperature -78 celsius. Product: C(C)(C)(C)OC(=O)N1CCC(CC1)(C1=CC=NC2=CC=C(N=C12)OC)O (4-Hydroxy-4-(6-methoxy-[1,5]naphthyridin-4-yl)-piperidine-1-carboxylic acid tert-butyl ester). Isolated yield 66.6%. RXN SMILES: Br[C:2]1[CH:3]=[CH:4][N:5]=[C:6]2[C:11]=1[N:10]=[C:9]([O:12][CH3:13])[CH:8]=[CH:7]2.[Li]CCCC.[C:19]([O:23][C:24]([N:26]1[CH2:31][CH2:30][C:29](=[O:32])[CH2:28][CH2:27]1)=[O:25])([CH3:22])([CH3:21])[CH3:20]>C1COCC1>[C:19]([O:23][C:24]([N:26]1[CH2:31][CH2:30][C:29]([OH:32])([C:2]2[C:11]3[C:6](=[CH:7][CH:8]=[C:9]([O:12][CH3:13])[N:10]=3)[N:5]=[CH:4][CH:3]=2)[CH2:28][CH2:27]1)=[O:25])([CH3:22])([CH3:20])[CH3:21]. Procedure details: To a solution of 8-bromo-2-methoxy-[1,5]naphthyridine (1 g, 4.18 mmol, prepared as in WO 2006/032466) in dry THF (20 mL) at −78° C. was added dropwise n-BuLi (2.5 M in hex, 5 mL, 1.2 eq). The mixture was stirred at −78° C. for 1 h before the dropwise addition of 4-oxo-piperidine-1-carboxylic acid tert-butyl ester (0.833 g, 4.2 mmol) in THF (5 mL). The mixture was stirred at −78° C. for another h and then slowly warmed to rt. The mixture was quenched by the addition of sat. aq. NH4Cl solution (10...